From a dataset of the Open Reaction Database (ORD), a public repository of structured organic reaction records. describe an organic reaction: reactants, conditions, products, and yield The reactants are CC(C)(C)OC(=O)NO, CN(C)C(=O)Cl, CN(C)C=O, [H-], [Na+], C1CCOC1, O. Yields the product CN(C)C(=O)ONC(=O)OC(C)(C)C. Reaction SMILES: [C:3]([CH3:4])([CH3:5])([CH3:6])[O:7][C:8]([NH:9][OH:10])=[O:11].[CH3:12][N:13]([C:14](=[O:15])[Cl:16])[CH3:17].[CH3:19][N:20]([CH3:21])[CH:22]=[O:23].[H-:1].[Na+:2].[O:24]1[CH2:25][CH2:26][CH2:27][CH2:28]1.[OH2:18]>>[C:3]([CH3:4])([CH3:5])([CH3:6])[O:7][C:8]([NH:9][O:10][C:14]([N:13]([CH3:12])[CH3:17])=[O:15])=[O:11]. The reactants are Cl.FC=1C=CC(=C(C(=O)NC2=NC=CC=C2[N+](=O)[O-])C1)NC(C1=C(C=C(C=C1)N1CCCC1)OC1CCN(CC1)C)=O (5-fluoro-2-[2-(1-methylpiperidin-4-yloxy)-4-(pyrrolidin-1-yl)benzoylamino]-N-(3-nitro-pyridin-2-yl)benzamide hydrochloride), FC=1C=CC2=C(C(OC(=N2)C2=C(C=C(C=C2)N2CCCC2)OC2CCN(CC2)C)=O)C1 (6-fluoro-2-[4-(pyrrolidin-1-yl)-2-(1-methylpiperidin-4-yloxy)phenyl]-4H-3,1-benzoxazin-4-one), NC1=NC=CC=C1[N+](=O)[O-] (2-amino-3-nitro-pyridine). Yields the product FC=1C=CC(=C(C(=O)NC2=NC=CC=C2[N+](=O)[O-])C1)NC(C1=C(C=C(C=C1)N1CCCC1)OC1CCN(CC1)C)=O (5-fluoro-2-[2-(1-methylpiperidin-4-yloxy)-4-(pyrrolidin-1-yl)-benzoylamino]-N-(3-nitropyridin-2-yl)benzamide). Procedure details: Using methods substantially equivalent to those described in Example 118, 5-fluoro-2-[2-(1-methylpiperidin-4-yloxy)-4-(pyrrolidin-1-yl)benzoylamino]-N-(3-nitro-pyridin-2-yl)benzamide hydrochloride was prepared from 6-fluoro-2-[4-(pyrrolidin-1-yl)-2-(1-methylpiperidin-4-yloxy)phenyl]-4H-3,1-benzoxazin-4-one and 2-amino-3-nitro-pyridine. Reaction SMILES: Cl.[F:2][C:3]1[CH:4]=[CH:5][C:6]([NH:21][C:22](=[O:42])[C:23]2[CH:28]=[CH:27][C:26]([N:29]3[CH2:33][CH2:32][CH2:31][CH2:30]3)=[CH:25][C:24]=2[O:34][CH:35]2[CH2:40][CH2:39][N:38]([CH3:41])[CH2:37][CH2:36]2)=[C:7]([CH:20]=1)[C:8]([NH:10][C:11]1[C:16]([N+:17]([O-:19])=[O:18])=[CH:15][CH:14]=[CH:13][N:12]=1)=[O:9].FC1C=CC2N=C(C3C=CC(N4CCCC4)=CC=3OC3CCN(C)CC3)OC(=O)C=2C=1.NC1C([N+]([O-])=O)=CC=CN=1>>[F:2][C:3]1[CH:4]=[CH:5][C:6]([NH:21][C:22](=[O:42])[C:23]2[CH:28]=[CH:27][C:26]([N:29]3[CH2:30][CH2:31][CH2:32][CH2:33]3)=[CH:25][C:24]=2[O:34][CH:35]2[CH2:40][CH2:39][N:38]([CH3:41])[CH2:37][CH2:36]2)=[C:7]([CH:20]=1)[C:8]([NH:10][C:11]1[C:16]([N+:17]([O-:19])=[O:18])=[CH:15][CH:14]=[CH:13][N:12]=1)=[O:9] |f:0.1|. Starting materials: [H-].[Na+] (sodium hydride), S(=O)(=O)(OC)OC (dimethyl sulfate), C(C)(=O)OCC (ethyl acetate), OC1=C(C(=O)O)C=C(C=C1)[N+](=O)[O-] (2-hydroxy-5-nitrobenzoic acid), S(=O)(=O)(OC)OC (dimethyl sulfate). Conditions: temperature 0 celsius, time 1 hour. Product: COC(C1=C(C=CC(=C1)[N+](=O)[O-])OC)=O (Methyl-2-methoxy-5-nitrobenzoate). Reaction SMILES: [H-].[Na+].[OH:3][C:4]1C=[CH:11][C:10]([N+:13]([O-:15])=[O:14])=[CH:9][C:5]=1C(O)=O.S(OC)(O[CH3:20])(=O)=O.[C:23]([O:26][CH2:27]C)(=[O:25])[CH3:24]>>[CH3:27][O:26][C:23](=[O:25])[C:24]1[CH:11]=[C:10]([N+:13]([O-:15])=[O:14])[CH:9]=[CH:5][C:4]=1[O:3][CH3:20] |f:0.1|. Procedure: A 500 ml round bottom flask was charged witih 5.35 grams of 60% sodium hydride dispersion and the solid was washed twice with hexane and decanted (under nitrogen). The residue was suspended in 200 mL of dimethylformamide (DMF), cooled to 0° C. and was treated with 11 grams (60 mmol) of 2-hydroxy-5-nitrobenzoic acid. The reaction mixture was stirred for 1 hour at 0° C. The mixture was then treated with 17 mL (180 mmol) dimethyl sulfate and was allowed to warm to room temperature while stirring fo... Reactants: O=C1N(C(C2=CC=CC=C12)=O)CC1CNC=2N(C1)N=C(C2C(=O)N)C2=CC=C(C=C2)OC2=CC=CC=C2 (6-((1,3-dioxoisoindolin-2-yl)methyl)-2-(4-phenoxyphenyl)-4,5,6,7-tetrahydropyrazolo[1,5-a]pyrimidine-3-carboxamide), O.NN (hydrazine hydrate). Solvent: CO (CH3OH). Conditions: temperature 70 celsius, time 4 hour. Product: NCC1CNC=2N(C1)N=C(C2C(=O)N)C2=CC=C(C=C2)OC2=CC=CC=C2 (6-(aminomethyl)-2-(4-phenoxyphenyl)-4,5,6,7-tetrahydropyrazolo[1,5-a]pyrimidine-3-carboxamide). Isolated yield 43.3%. Reaction SMILES: O=C1C2C(=CC=CC=2)C(=O)[N:3]1[CH2:12][CH:13]1[CH2:18][N:17]2[N:19]=[C:20]([C:25]3[CH:30]=[CH:29][C:28]([O:31][C:32]4[CH:37]=[CH:36][CH:35]=[CH:34][CH:33]=4)=[CH:27][CH:26]=3)[C:21]([C:22]([NH2:24])=[O:23])=[C:16]2[NH:15][CH2:14]1.O.NN>CO>[NH2:3][CH2:12][CH:13]1[CH2:18][N:17]2[N:19]=[C:20]([C:25]3[CH:30]=[CH:29][C:28]([O:31][C:32]4[CH:37]=[CH:36][CH:35]=[CH:34][CH:33]=4)=[CH:27][CH:26]=3)[C:21]([C:22]([NH2:24])=[O:23])=[C:16]2[NH:15][CH2:14]1 |f:1.2|. Procedure details: To a solution of 6-((1,3-dioxoisoindolin-2-yl)methyl)-2-(4-phenoxyphenyl)-4,5,6,7-tetrahydropyrazolo[1,5-a]pyrimidine-3-carboxamide (200 mg, 0.40 mmol) in CH3OH (5 mL) was added hydrazine hydrate (1 mL, 80% of aqueous solution). The mixture was stirred at 70° C. under N2 for 4 hr, concentrated and purified by chromatography column on 5 g of silica gel eluting with DCM/CH3OH to afford 63 mg (43%) of 6-(aminomethyl)-2-(4-phenoxyphenyl)-4,5,6,7-tetrahydropyrazolo[1,5-a]pyrimidine-3-carboxamide as c... Reactants: C(C)OC1=CC(=CC2=C1C(=C(C(O2)=O)CCO)C)OCC (5,7-diethoxy-3-(2-hydroxyethyl)-4-methyl-2H-1-benzopyran-2-one), C(Cl)(Cl)Cl.C(C)O (chloroform ethanol). Yields the product ClCCC=1C(OC2=C(C1C)C(=CC(=C2)OCC)OCC)=O (3-(2-chloroethyl)-5,7-diethoxy-4-methyl-2H-1-benzopyran-2-one). Yield: 83.0%. Reaction SMILES: [CH2:1]([O:3][C:4]1[C:9]2[C:10]([CH3:18])=[C:11]([CH2:15][CH2:16]O)[C:12](=[O:14])[O:13][C:8]=2[CH:7]=[C:6]([O:19][CH2:20][CH3:21])[CH:5]=1)[CH3:2].C(Cl)(Cl)[Cl:23].C(O)C>>[Cl:23][CH2:16][CH2:15][C:11]1[C:12](=[O:14])[O:13][C:8]2[CH:7]=[C:6]([O:19][CH2:20][CH3:21])[CH:5]=[C:4]([O:3][CH2:1][CH3:2])[C:9]=2[C:10]=1[CH3:18] |f:1.2|. Procedure details: Process E; starting material: 5,7-diethoxy-3-(2-hydroxyethyl)-4-methyl-2H-1-benzopyran-2-one (Example 50); yield 83%; m.p. 123°-126° C. (from chloroform/ethanol).